This data is from the Open Reaction Database (ORD), a public repository of structured organic reaction records. The task is: describe an organic reaction: reactants, conditions, products, and yield Starting materials: CC1=CC2=C(N(C3=C(C=4N2C(NN4)=O)C=CC=N3)C(CN3CCN(CC3)C)=O)C=C1C (6,7-dimethyl-2,9-dihydro-9-[(4-methylpiperazino)acetyl]-3H-pyrido[3,2-c]-s-triazolo[4,3-a][1,5]benzodiazepin-3-one), [H-].[Na+] (sodium hydride), CN(CCCCl)C ([3-(dimethylamino)propyl]chloride). Run in CN(C=O)C (dimethylformamide), C=1(C(=CC=CC1)C)C (xylene). Reaction conditions: time 22 hour. Product: CC1=CC2=C(N(C3=C(C=4N2C(N(N4)CCCN(C)C)=O)C=CC=N3)C(CN3CCN(CC3)C)=O)C=C1C (6,7-dimethyl-2,9-dihydro-2-[3-(dimethylamino)propyl]-9-[(4-methylpiperazino)-acetyl]-3-H-pyrido[3,2-c]-s-triazolo[4,3-a][1,5]benzodiazepin-3-one). RXN SMILES: [CH3:1][C:2]1[C:30]([CH3:31])=[CH:29][C:5]2[N:6]([C:19](=[O:28])[CH2:20][N:21]3[CH2:26][CH2:25][N:24]([CH3:27])[CH2:23][CH2:22]3)[C:7]3[N:18]=[CH:17][CH:16]=[CH:15][C:8]=3[C:9]3[N:10]([C:11](=[O:14])[NH:12][N:13]=3)[C:4]=2[CH:3]=1.[H-].[Na+].[CH3:34][N:35]([CH3:40])[CH2:36][CH2:37][CH2:38]Cl>CN(C)C=O.C1(C)C(C)=CC=CC=1>[CH3:1][C:2]1[C:30]([CH3:31])=[CH:29][C:5]2[N:6]([C:19](=[O:28])[CH2:20][N:21]3[CH2:22][CH2:23][N:24]([CH3:27])[CH2:25][CH2:26]3)[C:7]3[N:18]=[CH:17][CH:16]=[CH:15][C:8]=3[C:9]3[N:10]([C:11](=[O:14])[N:12]([CH2:38][CH2:37][CH2:36][N:35]([CH3:40])[CH3:34])[N:13]=3)[C:4]=2[CH:3]=1 |f:1.2|. Procedure: In the manner given in Example 21, to 6,7-dimethyl-2,9-dihydro-9-[(4-methylpiperazino)acetyl]-3H-pyrido[3,2-c]-s-triazolo[4,3-a][1,5]benzodiazepin-3-one in dimethylformamide is added a solution of sodium hydride in mineral oil. The mixture is allowed to react at about 95° C. for 40 minutes and after cooling [3-(dimethylamino)propyl]chloride in xylene is added. The mixture is kept at 95°-100° C. for a period of 22 hours, evaporated and worked up as in example 25 to give 6,7-dimethyl-2,9-dihydro-2... Starting materials: OCC1=CC=C(S1)C=1SC=CC1 (5-hydroxymethyl-2,2'-bithiophene), CN(C=O)C (dimethyl formamide), P(=O)(Cl)(Cl)Cl (Phosphorus oxychloride), CN(C=O)C (dimethyl formamide), potassium carbonate ice water. Run at temperature 50 celsius, time 1 hour. Product: OCC1=C(SC=C1)C=1SC(=CC1)C=O (hydroxymethyl-5'-formyl-2,2'-bithiophene). The yield is 85.0%. Reaction SMILES: P(Cl)(Cl)(Cl)=O.[OH:6][CH2:7][C:8]1[S:12][C:11]([C:13]2[S:14][CH:15]=[CH:16][CH:17]=2)=[CH:10][CH:9]=1.CN(C)[CH:20]=[O:21]>>[OH:21][CH2:20][C:17]1[CH:16]=[CH:15][S:14][C:13]=1[C:11]1[S:12][C:8]([CH:7]=[O:6])=[CH:9][CH:10]=1. Procedure: Phosphorus oxychloride ("POCl3 ") (1 ml) was added into dimethyl formamide (20 ml) slowly under nitrogen gas atmosphere in ice bath and stirred for 1 hour. The dimethyl formamide solution (5 ml) of 5-hydroxymethyl-2,2'-bithiophene (0.5 g) was dropped in slowly. The mixture was stirred for half an hour at room temperature, then the temperature was raised to 50° C. and was further stirred for 3 hours. The reaction solution was poured into potassium carbonate ice water solution. Then the solution w... The reactants are Cl.NC1=CC=CC=C1 (aniline hydrochloride), C(C(=O)Cl)(=O)Cl (oxalyl chloride). Solvent: C1=CC=CC=C1 (benzen). Conditions: time 8 hour. Product: O=C(C(=O)Cl)NC1=CC=CC=C1 (oxo-phenylamino-acetyl chloride). The yield is 76.6%. As a reaction SMILES: Cl.[NH2:2][C:3]1[CH:8]=[CH:7][CH:6]=[CH:5][CH:4]=1.[C:9](Cl)(=[O:13])[C:10]([Cl:12])=[O:11]>C1C=CC=CC=1>[O:13]=[C:9]([NH:2][C:3]1[CH:8]=[CH:7][CH:6]=[CH:5][CH:4]=1)[C:10]([Cl:12])=[O:11] |f:0.1|. Reported procedure: Similar to Referential Example 1, aniline hydrochloride (3.0 g) was dissolved in benzen (10 mL), and oxalyl chloride (10 mL) was added thereto under cooling with ice. The temperature of the mixture was then returned to room temperature, and the mixture was stirred overnight. The reaction mixture was concentrated under reduced pressure, to thereby give the title compound (3.26 g, 76.6%) as a brown oil. The reactants are BrC1=CC(=C(C(=O)O)C=C1F)F (4-bromo-2,5-difluorobenzoic acid), solution, CO (methanol). Run in O1CCCC1 (tetrahydrofuran). The product is BrC1=CC(=C(CO)C=C1F)F (4-bromo-2,5-difluorobenzyl alcohol). The yield is 85.0%. RXN SMILES: [Br:1][C:2]1[C:10]([F:11])=[CH:9][C:5]([C:6](O)=[O:7])=[C:4]([F:12])[CH:3]=1.CO>O1CCCC1>[Br:1][C:2]1[C:10]([F:11])=[CH:9][C:5]([CH2:6][OH:7])=[C:4]([F:12])[CH:3]=1. Reported procedure: To a solution of 2 g (8.44 mmol) of 4-bromo-2,5-difluorobenzoic acid (prepared according to the procedure of Ishikawa et al., Kogyo Kagaku Zasshi, pg 972-979, 1970) in 20 mL of tetrahydrofuran was added 40 mL of a 1M solution of borane-tetrahydrofuran complex. The solution was heated under reflux for 64 h, cooled to ambient temperature and 100 mL of methanol was added. The reaction was then heated for a further 2 h, cooled and concentrated in vacuo. Purification by flash chromatography (silica g... The reactants are C1=C(C=CC2=CC=CC=C12)O (β-naphthol), [OH-].[Na+] (caustic soda), C1(=CC=CC2=CC=CC=C12)OCCOC1=CC=CC2=CC=CC=C12 (1,2-dinaphthoxyethane). Reaction conditions: temperature 260 celsius. Product: OC1=CC2=CC=CC=C2C=C1C(=O)O (2-hydroxy-naphthalene-3-carboxylic acid). Yield: 72.0%. Reaction SMILES: [CH:1]1[C:10]2[C:5](=[CH:6][CH:7]=[CH:8][CH:9]=2)[CH:4]=[CH:3][C:2]=1[OH:11].[OH-:12].[Na+].C1(OCC[O:27][C:28]2C3C(=CC=CC=3)C=CC=2)C2C(=CC=CC=2)C=CC=1>>[OH:11][C:2]1[C:3]([C:28]([OH:27])=[O:12])=[CH:4][C:5]2[C:10](=[CH:9][CH:8]=[CH:7][CH:6]=2)[CH:1]=1 |f:1.2|. Procedure: A stirred autoclave is charged with 1210 parts of β-naphthol, 620 parts of caustic soda solution (50% by weight strength) and 300 parts of 1,2-dinaphthoxyethane. As described in Example 4 the mixture is heated to an internal temperature of 260° C. while stirring and kept at this temperature for ten minutes. During this period the residual moisture is removed from the autoclave by applying 100 mm pressure. Dehydration is practically complete. Carbon dioxide is then introduced at the internal temp...